This data is from the Open Reaction Database (ORD), a public repository of structured organic reaction records. The task is: describe an organic reaction: reactants, conditions, products, and yield Reactants: [N+](=O)(O)[O-] (nitric acid), OC1=C(C=C(C=O)C=C1)OC (4-hydroxy-3-methoxybenzaldehyde). Solvent: O (water). Run at temperature 0 celsius, time 1 hour. Yields the product OC1=C(C=C(C=O)C=C1[N+](=O)[O-])OC (4-Hydroxy-3-methoxy-5-nitrobenzaldehyde). As a reaction SMILES: [N+:1]([O-:4])(O)=[O:2].[OH:5][C:6]1[CH:13]=[CH:12][C:9]([CH:10]=[O:11])=[CH:8][C:7]=1[O:14][CH3:15]>O>[OH:5][C:6]1[C:13]([N+:1]([O-:4])=[O:2])=[CH:12][C:9]([CH:10]=[O:11])=[CH:8][C:7]=1[O:14][CH3:15]. Reported procedure: To a solution of concentrated nitric acid (900 ml) and water (900 ml) was added 4-hydroxy-3-methoxybenzaldehyde (300 g) at a temperature under 10° C. After stirring 1 hour at 0° C. the precipitate was filtered and washed with water. The reactants are O=S(=O)(c1ccccc1)n1cc(CO)cc1Br, C[N+]1([O-])CCOCC1, CC#N, O. Yields the product O=Cc1cc(Br)n(S(=O)(=O)c2ccccc2)c1. Reaction SMILES: [Br:1][c:2]1[cH:3][c:4]([CH2:16][OH:17])[cH:5][n:6]1[S:7](=[O:8])(=[O:9])[c:10]1[cH:11][cH:12][cH:13][cH:14][cH:15]1.[CH3:19][N+:20]1([O-:21])[CH2:22][CH2:23][O:24][CH2:25][CH2:26]1.[CH3:27][C:28]#[N:29].[OH2:18]>>[Br:1][c:2]1[cH:3][c:4]([CH:16]=[O:17])[cH:5][n:6]1[S:7](=[O:8])(=[O:9])[c:10]1[cH:11][cH:12][cH:13][cH:14][cH:15]1. The reactants are C1(=CC=CC=C1)C(N1C(C(C2=CC=CC=C12)C1=C(C=C(C(=C1)OC)F)O)=O)C1=CC=CC=C1 (1-(diphenylmethyl)-3-(4-fluoro-2-hydroxy-5-methoxyphenyl)-1,3-dihydro-2H-indol-2-one), ClCI (chloroiodomethane), C([O-])([O-])=O.[Cs+].[Cs+] (cesium carbonate). Run in O1CCCC1 (tetrahydrofuran). Conditions: time 24 hour. Yields the product C1(=CC=CC=C1)C(N1C(C2(C3=CC=CC=C13)COC1=C2C=C(C(=C1)F)OC)=O)C1=CC=CC=C1 (1′-(diphenylmethyl)-6-fluoro-5-methoxyspiro[1-benzofuran-3,3′-indol]-2′(1′H)-one). The yield is 43.4%. As a reaction SMILES: [C:1]1([CH:7]([C:28]2[CH:33]=[CH:32][CH:31]=[CH:30][CH:29]=2)[N:8]2[C:16]3[C:11](=[CH:12][CH:13]=[CH:14][CH:15]=3)[CH:10]([C:17]3[CH:22]=[C:21]([O:23][CH3:24])[C:20]([F:25])=[CH:19][C:18]=3[OH:26])[C:9]2=[O:27])[CH:6]=[CH:5][CH:4]=[CH:3][CH:2]=1.Cl[CH2:35]I.C(=O)([O-])[O-].[Cs+].[Cs+]>O1CCCC1>[C:28]1([CH:7]([C:1]2[CH:2]=[CH:3][CH:4]=[CH:5][CH:6]=2)[N:8]2[C:16]3[C:11](=[CH:12][CH:13]=[CH:14][CH:15]=3)[C:10]3([C:17]4[CH:22]=[C:21]([O:23][CH3:24])[C:20]([F:25])=[CH:19][C:18]=4[O:26][CH2:35]3)[C:9]2=[O:27])[CH:33]=[CH:32][CH:31]=[CH:30][CH:29]=1 |f:2.3.4|. Procedure details: A suspended mixture of 1-(diphenylmethyl)-3-(4-fluoro-2-hydroxy-5-methoxyphenyl)-1,3-dihydro-2H-indol-2-one (1.10 g, 2.5 mmol), chloroiodomethane (0.70 g, 4.0 mmol) and cesium carbonate (2.60 g, 8.0 mmol) in tetrahydrofuran (50 mL) was stirred at ambient temperature for 24 h. The reaction mixture was filtered. The solid was washed with acetone (50 mL). The filtrate was concentrated in vacuo to dryness. The residue was purified by column chromatography with a 20% to 70% gradient of ethyl acetate ... Starting materials: FC(C(=O)O)(F)F (trifluoroacetic acid), C(C)(C)(C)OC(=O)NCC1=C(CCCC1)CC(=O)NC1[C@@H]2N(C(=C(CS2)CSC=2N=NNC2)C(=O)O)C1=O (7-[α-(2-t-Butoxycarbonylaminomethyl-1-cyclohexenyl)acetamido]-3-(1H-1,2,3-triazol-4-ylthiomethyl)-3-cephem-4-carboxylic acid). Run in CCOCC (ether). Run at time 30 minute. Product: NCC1=C(CCCC1)CC(=O)NC1[C@@H]2N(C(=C(CS2)CSC=2N=NNC2)C(=O)O)C1=O (7-[α-(2-Aminomethyl-1-cyclohexenyl)acetamido]-3-(1H-1,2,3-triazol-4-ylthiomethyl)-3-cephem-4-carboxylic acid). As a reaction SMILES: FC(F)(F)C(O)=O.C(OC([NH:15][CH2:16][C:17]1[CH2:22][CH2:21][CH2:20][CH2:19][C:18]=1[CH2:23][C:24]([NH:26][CH:27]1[C:44](=[O:45])[N:29]2[C:30]([C:41]([OH:43])=[O:42])=[C:31]([CH2:34][S:35][C:36]3[N:37]=[N:38][NH:39][CH:40]=3)[CH2:32][S:33][C@H:28]12)=[O:25])=O)(C)(C)C>CCOCC>[NH2:15][CH2:16][C:17]1[CH2:22][CH2:21][CH2:20][CH2:19][C:18]=1[CH2:23][C:24]([NH:26][CH:27]1[C:44](=[O:45])[N:29]2[C:30]([C:41]([OH:43])=[O:42])=[C:31]([CH2:34][S:35][C:36]3[N:37]=[N:38][NH:39][CH:40]=3)[CH2:32][S:33][C@H:28]12)=[O:25]. Procedure details: A mixture of trifluoroacetic acid (1 ml.) and 5h (0.55 g., 0.98 mmoles) was stirred for 30 min. at room temperature and diluted with ether (50 ml.) to give the precipitate which was collected by filtration and slurried in a small amount of water (2 ml.). The mixture was adjusted to pH 6 with ammonium hydroxide and diluted with acetonitrile (200 ml.) to precipitate 6h which was washed with acetonitrile (50 ml.). Yield 0.36 g. (80%). M.p. 203° - 215° C. (dec.). The reactants are C, CCO, OCCC#Cc1c(F)c(F)c(F)c(F)c1F, [Pd]. The product is OCCCCc1c(F)c(F)c(F)c(F)c1F. Reaction SMILES: [C:20].[CH3:17][CH2:18][OH:19].[F:1][c:2]1[c:3]([F:16])[c:4]([F:15])[c:5]([F:14])[c:6]([F:13])[c:7]1[C:8]#[C:9][CH2:10][CH2:11][OH:12].[Pd:21]>>[F:1][c:2]1[c:3]([F:16])[c:4]([F:15])[c:5]([F:14])[c:6]([F:13])[c:7]1[CH2:8][CH2:9][CH2:10][CH2:11][OH:12]. Procedure details: A solution of 3-phenyl-3-{5-[2-(5,6,7,8-tetrahydro-[1,8]naphthyridin-2-yl)-ethoxy]-indol-1-yl}-propionic acid ethyl ester (2.14 g, 4.49 mmol) in a 2:1:0.2 THF/MeOH/H2O (67 mL) was treated with lithium hydroxide monohydrate (0.38 g, 9.00 mmol) at room temperature. The reaction was stirred for 20 h. The mixture was diluted with ethyl acetate, acidified to pH 4 (0.5 N HCl), washed with water and brine, dried and concentrated to afford a crude mixture (2.02 g), which was purified by column chromatog... Run at time 20 hour. Isolated yield 66.1%. RXN SMILES: C([O:3][C:4](=[O:35])[CH2:5][CH:6]([C:29]1[CH:34]=[CH:33][CH:32]=[CH:31][CH:30]=1)[N:7]1[C:15]2[C:10](=[CH:11][C:12]([O:16][CH2:17][CH2:18][C:19]3[CH:28]=[CH:27][C:26]4[CH2:25][CH2:24][CH2:23][NH:22][C:21]=4[N:20]=3)=[CH:13][CH:14]=2)[CH:9]=[CH:8]1)C.C1COCC1.CO.O.O.[OH-].[Li+].Cl>C(OCC)(=O)C>[C:29]1([CH:6]([N:7]2[C:15]3[C:10](=[CH:11][C:12]([O:16][CH2:17][CH2:18][C:19]4[CH:28]=[CH:27][C:26]5[CH2:25][CH2:24][CH2:23][NH:22][C:21]=5[N:20]=4)=[CH:13][CH:14]=3)[CH:9]=[CH:8]2)[CH2:5][C:4]([OH:35])=[O:3])[CH:34]=[CH:33][CH:32]=[CH:31][CH:30]=1 |f:1.2.3,4.5.6|. Yields the product C1(=CC=CC=C1)C(CC(=O)O)N1C=CC2=CC(=CC=C12)OCCC1=NC=2NCCCC2C=C1 (3-Phenyl-3-{5-[2-(5,6,7,8-tetrahydro-[1,8]naphthyridin-2-yl)-ethoxy]-indol-1-yl}-propionic acid). Reactants: C(C)OC(CC(N1C=CC2=CC(=CC=C12)OCCC1=NC=2NCCCC2C=C1)C1=CC=CC=C1)=O (3-phenyl-3-{5-[2-(5,6,7,8-tetrahydro-[1,8]naphthyridin-2-yl)-ethoxy]-indol-1-yl}-propionic acid ethyl ester), C1CCOC1.CO.O (THF MeOH H2O), O.[OH-].[Li+] (lithium hydroxide monohydrate), Cl (HCl). Run in C(C)(=O)OCC (ethyl acetate). Reactants: C(C)(C)(C)OC(N(C)C1=C(C=CC(=C1)OC)[N+](=O)[O-])=O (N-(5-methoxy-2-nitrophenyl)-N-methylcarbamic acid t-butyl ester), [H][H] (hydrogen). Reagents/catalysts: [Pd] (palladium on carbon). Run in C1(=CC=CC=C1)C (toluene). Reaction conditions: temperature 40 celsius, time 3 hour. The product is C(C)(C)(C)OC(N(C)C1=C(C=CC(=C1)OC)N)=O (N-(2-Amino-5-methoxyphenyl)-N-methylcarbamic acid t-butyl ester). Isolated yield 84.9%. RXN SMILES: [C:1]([O:5][C:6](=[O:20])[N:7]([C:9]1[CH:14]=[C:13]([O:15][CH3:16])[CH:12]=[CH:11][C:10]=1[N+:17]([O-])=O)[CH3:8])([CH3:4])([CH3:3])[CH3:2].[H][H]>C1(C)C=CC=CC=1.[Pd]>[C:1]([O:5][C:6](=[O:20])[N:7]([C:9]1[CH:14]=[C:13]([O:15][CH3:16])[CH:12]=[CH:11][C:10]=1[NH2:17])[CH3:8])([CH3:4])([CH3:2])[CH3:3]. Procedure: To a suspension of N-(5-methoxy-2-nitrophenyl)-N-methylcarbamic acid t-butyl ester (5.8 g) in toluene (55 ml) was added 7.5% palladium on carbon (1.2 g, which contain 50% water) and the air of the reaction vessel was replaced with nitrogen and the mixture was stirred under a hydrogen atmosphere at 40° C. for 3 hours. After the reaction the mixture was cooled to room temperature and the hydrogen in the reaction vessel was replaced with nitrogen. The palladium on carbon was removed by filtration a...